Dataset: the Open Reaction Database (ORD), a public repository of structured organic reaction records. Task: describe an organic reaction: reactants, conditions, products, and yield The reactants are Cl (hydrochloric acid), C(=O)NC=1SC=C(N1)C(C(=O)NC1[C@@H]2N(C(=C(CS2)CSC=2SC(=NN2)CNC(=O)OC(C)(C)C)C(=O)O)C1=O)=NOC (7-[2-(2-formamidothiazol-4-yl)-2-methoxyiminoacetamido]-3-(5-t-butoxycarbonylaminomethyl-1,3,4-thiadiazol-2-ylthiomethyl)-3-cephem-4-carboxylic acid). Run in CO (methanol). Conditions: time 2 hour. Yields the product Cl.Cl.NC=1SC=C(N1)C(C(=O)NC1[C@@H]2N(C(=C(CS2)CSC=2SC(=NN2)CN)C(=O)O)C1=O)=NOC (7-[2-(2-aminothiazol-4-yl)-2-methoxyiminoacetamido]-3-(5-aminomethyl-1,3,4-thiadiazol-2-ylthiomethyl)-3-cephem-4-carboxylic acid dihydrochloride). Isolated yield 83.8%. Reaction SMILES: [ClH:1].C([NH:4][C:5]1[S:6][CH:7]=[C:8]([C:10](=[N:42][O:43][CH3:44])[C:11]([NH:13][CH:14]2[C:40](=[O:41])[N:16]3[C:17]([C:37]([OH:39])=[O:38])=[C:18]([CH2:21][S:22][C:23]4[S:24][C:25]([CH2:28][NH:29]C(OC(C)(C)C)=O)=[N:26][N:27]=4)[CH2:19][S:20][C@H:15]23)=[O:12])[N:9]=1)=O>CO>[ClH:1].[ClH:1].[NH2:4][C:5]1[S:6][CH:7]=[C:8]([C:10](=[N:42][O:43][CH3:44])[C:11]([NH:13][CH:14]2[C:40](=[O:41])[N:16]3[C:17]([C:37]([OH:39])=[O:38])=[C:18]([CH2:21][S:22][C:23]4[S:24][C:25]([CH2:28][NH2:29])=[N:26][N:27]=4)[CH2:19][S:20][C@H:15]23)=[O:12])[N:9]=1 |f:3.4.5|. Procedure details: Conc.hydrochloric acid (1.82 g) was added to a suspension of 7-[2-(2-formamidothiazol-4-yl)-2-methoxyiminoacetamido]-3-(5-t-butoxycarbonylaminomethyl-1,3,4-thiadiazol-2-ylthiomethyl)-3-cephem-4-carboxylic acid (syn isomer, 3.9 g) in methanol (60 ml), and the mixture was stirred at room temperature for 2 hrs. After evaporation of the solvent under reduced pressure, methanol was added to the residue and evaporated again. The residue was washed with diethyl ether and dried to give 7-[2-(2-aminothia... Product: O=C(O)c1c2ccccc2nc2ccccc12. Starting materials: N#Cc1c2ccccc2nc2ccccc12, O=N[O-], [Na+], [Na+], [OH-], O, O=S(=O)(O)O. Reaction SMILES: [C:1](#[N:2])[c:3]1[c:4]2[cH:5][cH:6][cH:7][cH:8][c:9]2[n:10][c:11]2[cH:12][cH:13][cH:14][cH:15][c:16]12.[N:17](=[O:18])[O-:19].[Na+:20].[Na+:28].[OH-:27].[OH2:21].[S:22](=[O:23])(=[O:24])([OH:25])[OH:26]>>[C:1]([c:3]1[c:4]2[cH:5][cH:6][cH:7][cH:8][c:9]2[n:10][c:11]2[cH:12][cH:13][cH:14][cH:15][c:16]12)([OH:18])=[O:21]. Reactants: C(C)(=O)N1C(CC2=CC(=CC=C12)C(C)=O)=O (1,5-diacetyl-2-indolinone), C(#N)C1=CC=C(C(=O)O)C=C1 (4-cyanobenzoic acid). The product is C(C)(=O)N1C(C(C2=CC(=CC=C12)C(C)=O)=C(O)C1=CC=C(C=C1)C#N)=O (1,5-diacetyl-3-[(4-cyano-phenyl)-hydroxy-methylidene]-2-indolinone). As a reaction SMILES: [C:1]([N:4]1[C:12]2[C:7](=[CH:8][C:9]([C:13](=[O:15])[CH3:14])=[CH:10][CH:11]=2)[CH2:6][C:5]1=[O:16])(=[O:3])[CH3:2].[C:17]([C:19]1[CH:27]=[CH:26][C:22]([C:23](O)=[O:24])=[CH:21][CH:20]=1)#[N:18]>>[C:1]([N:4]1[C:12]2[C:7](=[CH:8][C:9]([C:13](=[O:15])[CH3:14])=[CH:10][CH:11]=2)[C:6](=[C:23]([C:22]2[CH:26]=[CH:27][C:19]([C:17]#[N:18])=[CH:20][CH:21]=2)[OH:24])[C:5]1=[O:16])(=[O:3])[CH3:2]. Procedure: Prepared from 1,5-diacetyl-2-indolinone and 4-cyanobenzoic acid Starting materials: Cl.CN(CCCN=C=NCC)C (N-(3-dimethylaminopropyl)-N′-ethylcarbodiimide hydrochloride), C([O-])([O-])=O.[Na+].[Na+] (sodium carbonate), Cl.N1(CCOCC1)CC1=CC=C(C(=O)O)C=C1 (4-(4-morpholinylmethyl)benzoic acid hydrochloride), O.ON1N=NC2=C1C=CC=C2 (1-hydroxybenzotriazole monohydrate), C(C)(C)N1CCNCC1 (1-isopropyl-piperazine). Solvent: O (Water), C(C)#N (acetonitrile), C1(=CC=CC=C1)C (toluene). Conditions: temperature 22.5 celsius, time 5 minute. The product is C(C)(C)N1CCN(CC1)C(=O)C1=CC=C(C=C1)CN1CCOCC1 ((4-isopropyl-piperazin-1-yl)-(4-morpholin-4-ylmethyl-phenyl)-methanone). RXN SMILES: Cl.[N:2]1([CH2:8][C:9]2[CH:17]=[CH:16][C:12]([C:13]([OH:15])=O)=[CH:11][CH:10]=2)[CH2:7][CH2:6][O:5][CH2:4][CH2:3]1.O.ON1C2C=CC=CC=2N=N1.[CH:29]([N:32]1[CH2:37][CH2:36][NH:35][CH2:34][CH2:33]1)([CH3:31])[CH3:30].Cl.CN(C)CCCN=C=NCC.C(=O)([O-])[O-].[Na+].[Na+]>O.C(#N)C.C1(C)C=CC=CC=1>[CH:29]([N:32]1[CH2:37][CH2:36][N:35]([C:13]([C:12]2[CH:11]=[CH:10][C:9]([CH2:8][N:2]3[CH2:3][CH2:4][O:5][CH2:6][CH2:7]3)=[CH:17][CH:16]=2)=[O:15])[CH2:34][CH2:33]1)([CH3:31])[CH3:30] |f:0.1,2.3,5.6,7.8.9|. Reported procedure: A 1 L three-necked flask equipped with an air stirrer and thermocouple was charged with 4-(4-morpholinylmethyl)benzoic acid hydrochloride (50 g, 0.194 mol), toluene (400 mL), acetonitrile (100 mL) and 1-hydroxybenzotriazole monohydrate (17.8 g, 0.116 mol). After stirring the resulting off-white slurry at about 20-25° C. for 5 minutes, 1-isopropyl-piperazine (27.4 g, 0.213 mol) was added and the reaction mixture was stirred for 20 minutes. Next, N-(3-dimethylaminopropyl)-N′-ethylcarbodiimide hydr... Product: Cc1ccc(-c2c(C#N)c(CC(C)C)nc3ccc(OCCO)cc23)cc1. Reaction SMILES: [C:1](=[O:2])([CH3:3])[O:4][CH2:5][CH2:6][O:7][c:8]1[cH:9][c:10]2[c:11](-[c:24]3[cH:25][cH:26][c:27]([CH3:30])[cH:28][cH:29]3)[c:12]([C:22]#[N:23])[c:13]([CH2:18][CH:19]([CH3:20])[CH3:21])[n:14][c:15]2[cH:16][cH:17]1.[Na+:32].[O:34]1[CH2:35][CH2:36][CH2:37][CH2:38]1.[OH-:31].[OH2:33]>>[OH:4][CH2:5][CH2:6][O:7][c:8]1[cH:9][c:10]2[c:11](-[c:24]3[cH:25][cH:26][c:27]([CH3:30])[cH:28][cH:29]3)[c:12]([C:22]#[N:23])[c:13]([CH2:18][CH:19]([CH3:20])[CH3:21])[n:14][c:15]2[cH:16][cH:17]1. The reactants are CC(=O)OCCOc1ccc2nc(CC(C)C)c(C#N)c(-c3ccc(C)cc3)c2c1, [Na+], C1CCOC1, [OH-], O. Reactants: [Si](C)(C)(C(C)(C)C)OC1=CC2=C(C(CO2)=O)C=C1 (6-tert-Butyldimethylsilyloxy-2,3-dihydrobenzofuran-3-one), CC(C)C[AlH]CC(C)C (DIBAL-H). Solvent: ClCCl (dichloromethane), ClCCl (dichloromethane). Run at temperature -78 celsius, time 1 hour. Product: [Si](C)(C)(C(C)(C)C)OC1=CC2=C(C(CO2)O)C=C1 (6-tert-Butyldimethylsilyloxy-2,3-dihydro-1-benzofuran-3-ol). As a reaction SMILES: [Si:1]([O:8][C:9]1[CH:18]=[CH:17][C:12]2[C:13](=[O:16])[CH2:14][O:15][C:11]=2[CH:10]=1)([C:4]([CH3:7])([CH3:6])[CH3:5])([CH3:3])[CH3:2].CC(C[AlH]CC(C)C)C>ClCCl>[Si:1]([O:8][C:9]1[CH:18]=[CH:17][C:12]2[CH:13]([OH:16])[CH2:14][O:15][C:11]=2[CH:10]=1)([C:4]([CH3:7])([CH3:6])[CH3:5])([CH3:3])[CH3:2]. Procedure: To a stirred solution of 6-tert-Butyldimethylsilyloxy-2,3-dihydrobenzofuran-3-one (42 g, 158 mmol) in dichloromethane (1.4 L) at −78° C. under nitrogen was slowly added a solution of DIBAL-H (238 mL, 1.0 M, 238 mmol) in dichloromethane. The reaction was stirred at −78° C. for 1 h, and then was quenched carefully with ethyl acetate (1.0 L). Cold bath was removed, and a solution of Rochelle's salt (400 mL, 10%) was added continuously with stirring over a period of 2 h. The mixture was then diluted... Starting materials: C(CC1=CC=CC=C1)N (phenethylamine), C(=O)(O)[O-].[Na+] (NaHCO3), BrC/C=C/C(=O)OC (methyl 4-bromocrotonate). Solvent: C1CCOC1 (THF). Reaction conditions: time 4 hour. The product is C1(=CC=CC=C1)CCNC/C=C/C(=O)OC (methyl 4-(phenylethylamino)crotonate), liquid. Isolated yield 81.0%. Reaction SMILES: [CH2:1]([NH2:9])[CH2:2][C:3]1[CH:8]=[CH:7][CH:6]=[CH:5][CH:4]=1.C([O-])(O)=O.[Na+].Br[CH2:16]/[CH:17]=[CH:18]/[C:19]([O:21][CH3:22])=[O:20]>C1COCC1>[C:3]1([CH2:2][CH2:1][NH:9][CH2:16]/[CH:17]=[CH:18]/[C:19]([O:21][CH3:22])=[O:20])[CH:8]=[CH:7][CH:6]=[CH:5][CH:4]=1 |f:1.2|. Procedure: To a stirred solution of phenethylamine (20 mL, 160 mmol) in anhydrous THF (250 mL) was added NaHCO3 (7 g) followed by methyl 4-bromocrotonate (10 mL, 84 mmol). After stirring for 4 h the reaction was concentrated to approximately half the volume and filtered through a pad of silica gel and eluted with 2% MeOH/CHCl3 to wash off the product. The crude product obtained after evaporation of the filtrate was purified by flash chromatography (silica gel, 2% MeOH/CHCl3) to give the title compound as a...